Dataset: the Open Reaction Database (ORD), a public repository of structured organic reaction records. Task: describe an organic reaction: reactants, conditions, products, and yield Reactants: FC1=C(C=CC(=C1)NC)CO ((2-fluoro-4-methylamino-phenyl)-methanol), C[N+]1(CCOCC1)[O-] (4-methylmorpholine N-oxide). The reagents and catalysts are [Ru](=O)(=O)(=O)[O-].C(CC)[N+](CCC)(CCC)CCC (tetrapropylammonium perruthenate). The solvent is ClCCl (dichloromethane), ClCCl (dichloromethane). Conditions: time 30 minute. Product: FC1=C(C=O)C=CC(=C1)NC (2-fluoro-4-methylamino-benzaldehyde). Yield: 140.7%. Reaction SMILES: [F:1][C:2]1[CH:7]=[C:6]([NH:8][CH3:9])[CH:5]=[CH:4][C:3]=1[CH2:10][OH:11].C[N+]1([O-])CCOCC1>ClCCl.[Ru]([O-])(=O)(=O)=O.C([N+](CCC)(CCC)CCC)CC>[F:1][C:2]1[CH:7]=[C:6]([NH:8][CH3:9])[CH:5]=[CH:4][C:3]=1[CH:10]=[O:11] |f:3.4|. Procedure: Add tetrapropylammonium perruthenate (0.35 g) to a mixture of (2-fluoro-4-methylamino-phenyl)-methanol (0.18 g), 4-methylmorpholine N-oxide (0.38 g) and freshly activated powdered molecular sieves (0.30 g) in dry dichloromethane (10 mL) at room temperature under a nitrogen atmosphere. Stir for 30 minutes and add more dichloromethane and filter through a florisil-Celite® pad. Concentrate under reduced pressure to provide (0.25 g, 76%) of the title compound as an oil. Reactants: stainless steel, N (ammonia), FC(OC1=CC=C(OC2=CC=C(C=C2)C2=C(OC(=CC2=O)C)C)C=C1)(F)F (3-(4-(4-Trifluoromethoxyphenoxy)phenyl)-2,6-dimethylpyran-4-one). Solvent: C(C)O (ethanol). The product is FC(OC1=CC=C(OC2=CC=C(C=C2)C2=C(NC(=CC2=O)C)C)C=C1)(F)F (3-(4-(4-Trifluoromethoxyphenoxy)phenyl)-2,6-dimethylpyridin-4(1H)-one). Reaction SMILES: [F:1][C:2]([F:27])([F:26])[O:3][C:4]1[CH:25]=[CH:24][C:7]([O:8][C:9]2[CH:14]=[CH:13][C:12]([C:15]3[C:20](=[O:21])[CH:19]=[C:18]([CH3:22])O[C:16]=3[CH3:23])=[CH:11][CH:10]=2)=[CH:6][CH:5]=1.[NH3:28]>C(O)C>[F:1][C:2]([F:27])([F:26])[O:3][C:4]1[CH:25]=[CH:24][C:7]([O:8][C:9]2[CH:14]=[CH:13][C:12]([C:15]3[C:20](=[O:21])[CH:19]=[C:18]([CH3:22])[NH:28][C:16]=3[CH3:23])=[CH:11][CH:10]=2)=[CH:6][CH:5]=1. Procedure details: 3-(4-(4-Trifluoromethoxyphenoxy)phenyl)-2,6-dimethylpyran-4-one (4.1 g) was dissolved in ethanol (10 ml) and heated in a stainless steel autoclave with 0.880 ammonia (35 ml) at 150° for 24 hr. After cooling the crystalline precipitate was filtered off, washed with ethyl acetate and dried in vacuo to afford the title compound (2.78 g), m.p. 244°-248°, NMR δH (d6 -DMSO) 11.1 (1H, br. s) 7.4 (2H, m), 7.1-7.3 (4H, m), 7.02 (2H, m), 5.95 (1H, s), 2.2 (3H, s), 2.08 (3H, s).